This data is from the Open Reaction Database (ORD), a public repository of structured organic reaction records. The task is: describe an organic reaction: reactants, conditions, products, and yield Reactants: CO[C@]1(O[C@@H]2CCCCCCC\C(=C/C(O[C@@H](C1)C2)=O)\C)[C@H]2N(C(SC2)=O)CC2=CC=C(C=C2)OC ((R)-4-((1R,13R,15R,Z)-15-methoxy-5-methyl-3-oxo-2,14-dioxa-bicyclo[11.3.1]heptadec-4-en-15-yl)-3-(4-methoxybenzyl)thiazolidin-2-one), CO[C@]1(O[C@@H]2CCC\C=C/CC\C(=C/C(O[C@@H](C1)C2)=O)\C)[C@H]2N(C(SC2)=O)CC2=CC=C(C=C2)OC ((R)-4-((1R,4Z,8Z,13R,15R)-15-methoxy-5-methyl-3-oxo-2,14-dioxa-bicyclo[11.3.1]heptadeca-4,8-dien-15-yl)-3-(4-methoxybenzyl)thiazolidin-2-one). The product is O[C@]1(O[C@@H]2CCCCCCC\C(=C/C(O[C@@H](C1)C2)=O)\C)[C@H]2NC(SC2)=O ((R)-4-((1R,13R,15R,Z)-15-Hydroxy-5-methyl-3-oxo-2,14-dioxa-bicyclo[11.3.1]heptadec-4-en-15-yl)thiazolidin-2-one). Reaction SMILES: C[O:2][C@:3]1([C@@H:22]2[CH2:26][S:25][C:24](=[O:27])[N:23]2CC2C=CC(OC)=CC=2)[CH2:18][C@H:17]2[CH2:19][C@@H:5]([CH2:6][CH2:7][CH2:8][CH2:9][CH2:10][CH2:11][CH2:12][C:13]([CH3:21])=[CH:14][C:15](=[O:20])[O:16]2)[O:4]1.CO[C@]1([C@@H]2CSC(=O)N2CC2C=CC(OC)=CC=2)C[C@H]2C[C@@H](CCCC=CCCC(C)=CC(=O)O2)O1>>[OH:2][C@:3]1([C@@H:22]2[CH2:26][S:25][C:24](=[O:27])[NH:23]2)[CH2:18][C@H:17]2[CH2:19][C@@H:5]([CH2:6][CH2:7][CH2:8][CH2:9][CH2:10][CH2:11][CH2:12][C:13]([CH3:21])=[CH:14][C:15](=[O:20])[O:16]2)[O:4]1. Reported procedure: Application of the method shown in Example 46, with the modification that (R)-4-((1R,13R,15R,Z)-15-methoxy-5-methyl-3-oxo-2,14-dioxa-bicyclo[11.3.1]heptadec-4-en-15-yl)-3-(4-methoxybenzyl)thiazolidin-2-one was substituted for (R)-4-((1R,4Z,8Z,13R,15R)-15-methoxy-5-methyl-3-oxo-2,14-dioxa-bicyclo[11.3.1]heptadeca-4,8-dien-15-yl)-3-(4-methoxybenzyl)thiazolidin-2-one, afforded the title compound.